Dataset: the Open Reaction Database (ORD), a public repository of structured organic reaction records. Task: describe an organic reaction: reactants, conditions, products, and yield The reactants are ON1C(CC(CC1(C)C)O)(C)C (1-oxyl-4-hydroxy-2,2,6,6-tetramethylpiperidine), C(C)C1=CC=CC=C1 (ethylbenzene). Run at temperature 133 celsius. The product is C1(=CC=CC=C1)C(C)ON1C(CC(CC1(C)C)O)(C)C (1-(1-Phenylethyl)oxy-4-hydroxy-2,2,6,6-tetramethylpiperidine). Isolated yield 45.3%. As a reaction SMILES: [OH:1][N:2]1[C:7]([CH3:9])([CH3:8])[CH2:6][CH:5]([OH:10])[CH2:4][C:3]1([CH3:12])[CH3:11].[CH2:13]([C:15]1[CH:20]=[CH:19][CH:18]=[CH:17][CH:16]=1)[CH3:14]>>[C:15]1([CH:13]([O:1][N:2]2[C:7]([CH3:8])([CH3:9])[CH2:6][CH:5]([OH:10])[CH2:4][C:3]2([CH3:12])[CH3:11])[CH3:14])[CH:20]=[CH:19][CH:18]=[CH:17][CH:16]=1. Procedure details: A mixture of 17.23 g (0.10 mol) of 1-oxyl-4-hydroxy-2,2,6,6-tetramethylpiperidine and 106.17 g (1.0 mol) of ethylbenzene under a nitrogen atmosphere is heated at 133° C. for 26 hours. The volatiles are removed in vacuo and the residue is triturated with diethyl ether. The precipitate of 1,4-dihydroxy-2,2,6,6-tetramethylpiperidine is collected by filtration to give 12.57 g of an off-white solid. Starting materials: [B].CSC (boron dimethylsulfide), O=C1C=2N(CC3=C(N1)SC=C3)C=CC2 (9-oxo-9,10-dihydro-4H-pyrrolo[1,2-a]thieno[2,3-e][1,4]diazepin), CO (methanol). Solvent: O1CCCC1 (tetrahydrofuran), O1CCCC1 (tetrahydrofuran). Product: S1C=CC2=C1NCC=1N(C2)C=CC1 (9,10-Dihydro-4H-pyrrolo[1,2-a]thieno[2,3-e][1,4]diazepine). Reaction SMILES: O=[C:2]1[NH:8][C:7]2[S:9][CH:10]=[CH:11][C:6]=2[CH2:5][N:4]2[CH:12]=[CH:13][CH:14]=[C:3]12.[B].CSC.CO>O1CCCC1>[S:9]1[C:7]2[NH:8][CH2:2][C:3]3[N:4]([CH:12]=[CH:13][CH:14]=3)[CH2:5][C:6]=2[CH:11]=[CH:10]1 |f:1.2|. Procedure details: To a mixture of 7.0 g of 9-oxo-9,10-dihydro-4H-pyrrolo[1,2-a]thieno[2,3-e][1,4]diazepin in 25 ml of anhydrous tetrahydrofuran is added 9 ml of 10 molar boron-dimethylsulfide in tetrahydrofuran. The mixture is refluxed for 6 hours. The solution is cooled to room temperature and 25 ml of methanol added dropwise. The volatiles are removed under vacuum. To the residue is added 100 ml of 2N NaOH. The mixture is refluxed 5 hours and filtered. The solid is extracted with dichloromethane and the extract... Reactants: CC(=O)O, CCO, O=[N+]([O-])c1ncccc1OCc1c(Cl)cccc1Cl, [Fe]. Yields the product Nc1ncccc1OCc1c(Cl)cccc1Cl. Reaction SMILES: [C:1]([OH:2])(=[O:3])[CH3:4].[CH3:25][CH2:26][OH:27].[Cl:5][c:6]1[c:7]([CH2:8][O:9][c:10]2[c:11]([N+:16]([O-:17])=[O:18])[n:12][cH:13][cH:14][cH:15]2)[c:19]([Cl:23])[cH:20][cH:21][cH:22]1.[Fe:24]>>[Cl:5][c:6]1[c:7]([CH2:8][O:9][c:10]2[c:11]([NH2:16])[n:12][cH:13][cH:14][cH:15]2)[c:19]([Cl:23])[cH:20][cH:21][cH:22]1. Reactants: C(C(CO)O)O.C(C(CO)O)O.C(C(CO)O)O.C(C(CO)O)O (tetraglycerol), CCN=C=NCCCN(C)C.Cl (EDC HCl), hexanoic esters, C(CCCCC)(=O)O (Hexanoic acid), N,N-dimethylaminopyridine. The solvent is C1CCOC1 (THF). Reaction conditions: time 1 hour. The product is C(CCCCC)C(C(=O)O)CCCC.OCC(O)CO.OCC(O)CO.OCC(O)CO.OCC(O)CO (Tetraglycerol Hexylhexanoate). As a reaction SMILES: [CH2:1]([OH:6])[CH:2]([OH:5])[CH2:3][OH:4].[CH2:7]([OH:12])[CH:8]([OH:11])[CH2:9][OH:10].[CH2:13]([OH:18])[CH:14]([OH:17])[CH2:15][OH:16].[CH2:19]([OH:24])[CH:20]([OH:23])[CH2:21][OH:22].[C:25](O)(=O)[CH2:26][CH2:27][CH2:28][CH2:29][CH3:30].CCN=C=NCCCN(C)C.Cl>C1COCC1>[CH2:25]([CH:2]([CH2:1][CH2:7][CH2:8][CH3:9])[C:3]([OH:4])=[O:16])[CH2:26][CH2:27][CH2:28][CH2:29][CH3:30].[OH:24][CH2:19][CH:20]([CH2:21][OH:22])[OH:23].[OH:18][CH2:13][CH:14]([CH2:15][OH:16])[OH:17].[OH:12][CH2:7][CH:8]([CH2:9][OH:10])[OH:11].[OH:6][CH2:1][CH:2]([CH2:3][OH:4])[OH:5] |f:0.1.2.3,5.6,8.9.10.11.12|. Procedure: Into a 250 mL vessel, tetraglycerol (5.0 g, 15.91 mmol) was added and dissolved into anhydrous THF (50 mL). Hexanoic acid (11.96 mL, 95.44 mmol) was also dissolved into the reaction mixture which was stirred magnetically at room temperature for one hour to fully dissolve the reagents. N,N-dimethylaminopyridine (0.194 g, 1.59 mmol) was dissolved in the solution. When the catalyst was fully dissolved, EDC HCl (18.32 g, 95.6 mmol) was added into the vessel and was sealed to keep the reaction dry. T...